From a dataset of the Open Reaction Database (ORD), a public repository of structured organic reaction records. describe an organic reaction: reactants, conditions, products, and yield Reactants: S(O)(O)(=O)=O (sulfuric acid), O (water), COC=1C=CC=2C(C3=NC=CC=C3C2C1)=O (6-methoxy-indeno[2,1-b]pyridin-9-one). The reagents and catalysts are [Pd] (palladium on carbon). Run in CO (methanol). Conditions: temperature 60 celsius. Yields the product COC=1C=CC=2C[C@@H]3NCCC[C@@H]3C2C1 (cis-6-methoxy-2,3,4,4a,9,9a-hexahydro-1H-indeno[2,1-b]pyridine). As a reaction SMILES: S(=O)(=O)(O)O.O.[CH3:7][O:8][C:9]1[CH:10]=[CH:11][C:12]2[C:13](=O)[C:14]3[C:19]([C:20]=2[CH:21]=1)=[CH:18][CH:17]=[CH:16][N:15]=3>[Pd].CO>[CH3:7][O:8][C:9]1[CH:10]=[CH:11][C:12]2[CH2:13][C@H:14]3[C@@H:19]([C:20]=2[CH:21]=1)[CH2:18][CH2:17][CH2:16][NH:15]3. Reported procedure: A mixture of sulfuric acid (98%, 6 kg), water (6 L), and methanol (6 L) is added to an autoclave charged with 6-methoxy-indeno[2,1-b]pyridin-9-one (1.2 kg) and wet 10% palladium on carbon (50%, 0.48 kg). The autoclave is purged with nitrogen and filled then with hydrogen (100 psi). The mixture is heated to 60° C. and maintained at this temperature and hydrogen pressure until the starting material is completely consumed (2-12 h). The mixture is cooled to 50-55° C. and filtered over Celite. The Ce... Starting materials: [N+](=O)([O-])C=1C=NC2=CC(=CC=C2C1)OCC1=NC=C(C=C1)CC (3-nitro-7-(5-ethyl-2-pyridylmethoxy)quinoline). The reagents and catalysts are [Pt]=O (platinum oxide). Solvent: C(C)O (ethanol). Conditions: time 3 hour. Yields the product NC=1C=NC2=CC(=CC=C2C1)OCC1=NC=C(C=C1)CC (3-amino-7-(5-ethyl-2-pyridylmethoxy)quinoline). As a reaction SMILES: [N+:1]([C:4]1[CH:5]=[N:6][C:7]2[C:12]([CH:13]=1)=[CH:11][CH:10]=[C:9]([O:14][CH2:15][C:16]1[CH:21]=[CH:20][C:19]([CH2:22][CH3:23])=[CH:18][N:17]=1)[CH:8]=2)([O-])=O>C(O)C.[Pt]=O>[NH2:1][C:4]1[CH:5]=[N:6][C:7]2[C:12]([CH:13]=1)=[CH:11][CH:10]=[C:9]([O:14][CH2:15][C:16]1[CH:21]=[CH:20][C:19]([CH2:22][CH3:23])=[CH:18][N:17]=1)[CH:8]=2. Procedure details: In ethanol (20 mL) was suspended 3-nitro-7-(5-ethyl-2-pyridylmethoxy)quinoline (700 mg, 2.26 mmol.), and to the suspension was added platinum oxide (80 mg). Then, catalytic reduction was performed for 3 hours. After the completion of reaction was confirmed, the reaction mixture was filtered over Celite®, and the filtrate was placed under reduced pressure to give the desired compound as residual oil in a quantitative yield. Reactants: COC(=O)c1ccc(OCC2CCCN2C(=O)OC(C)(C)C)nc1, ClCCl, O=C(O)C(F)(F)F. Yields the product COC(=O)c1ccc(OCC2CCCN2)nc1. RXN SMILES: [C:1]([O:2][C:3](=[O:4])[N:8]1[CH:9]([CH2:13][O:14][c:15]2[n:16][cH:17][c:18]([C:21](=[O:22])[O:23][CH3:24])[cH:19][cH:20]2)[CH2:10][CH2:11][CH2:12]1)([CH3:5])([CH3:6])[CH3:7].[Cl:32][CH2:33][Cl:34].[F:25][C:26]([F:27])([F:28])[C:29]([OH:30])=[O:31]>>[NH:8]1[CH:9]([CH2:13][O:14][c:15]2[n:16][cH:17][c:18]([C:21](=[O:22])[O:23][CH3:24])[cH:19][cH:20]2)[CH2:10][CH2:11][CH2:12]1. Starting materials: C(C)(C)(C)OC(=O)N1C=CC2=CC=C(C=C12)[N+](=O)[O-] (6-Nitro-indole-1-carboxylic acid t-butyl ester), [H][H] (hydrogen). The reagents and catalysts are [Pd] (palladium on carbon). Run in CO (methanol), CO (methanol). Run at time 3 hour. The product is C(C)(C)(C)OC(=O)N1CCC2=CC=C(C=C12)N (6-Amino-2,3-dihydro-indole-1-carboxylic acid t-butyl ester). As a reaction SMILES: [C:1]([O:5][C:6]([N:8]1[C:16]2[C:11](=[CH:12][CH:13]=[C:14]([N+:17]([O-])=O)[CH:15]=2)[CH:10]=[CH:9]1)=[O:7])([CH3:4])([CH3:3])[CH3:2].[H][H]>CO.[Pd]>[C:1]([O:5][C:6]([N:8]1[C:16]2[C:11](=[CH:12][CH:13]=[C:14]([NH2:17])[CH:15]=2)[CH2:10][CH2:9]1)=[O:7])([CH3:4])([CH3:2])[CH3:3]. Procedure details: 6-Nitro-indole-1-carboxylic acid t-butyl ester (1 eq) was dissolved in methanol (0.1M), to this solution was added palladium on carbon (0.1 eq) in methanol under nitrogen. A hydrogen atmosphere was then inserted and resulting mixture allowed to stir for 3 hours at room temperature. The reaction mixture was then filtered through celite and solvent removed in vacuo to afford 6-Amino-2,3-dihydro-indole-1-carboxylic acid t-butyl ester as a white solid. MS: MH+ 235 Reactants: C(C)(C)NC(=O)C1C(CC2=CC(=C(C=C12)NC(=O)C=1N(N=C(C1)C(F)(F)F)C1=NC=CC=C1Cl)Cl)O (5-chloro-2-hydroxy-6-{[2-(3-chloro-pyridin-2-yl)-5-trifluoromethyl-2H-pyrazole-3-carbonyl]-amino}-indane carboxylic acid isopropylamide), [Cr](=O)(=O)([O-])Cl.[NH+]1=CC=CC=C1 (pyridinium chlorochromate), O (water). The solvent is ClCCl (dichloromethane). Run at time 10 hour. The product is C(C)(C)NC(=O)C1C(CC2=CC(=C(C=C12)NC(=O)C=1N(N=C(C1)C(F)(F)F)C1=NC=CC=C1Cl)Cl)=O (5-chloro-6-{[2-(3-chloro-pyridin-2-yl)-5-trifluoromethyl-2H-pyrazole-3-carbonyl]-amino}-indan-2-one carboxylic acid isopropylamide). Reaction SMILES: [CH:1]([NH:4][C:5]([CH:7]1[C:15]2[C:10](=[CH:11][C:12]([Cl:35])=[C:13]([NH:16][C:17]([C:19]3[N:20]([C:28]4[C:33]([Cl:34])=[CH:32][CH:31]=[CH:30][N:29]=4)[N:21]=[C:22]([C:24]([F:27])([F:26])[F:25])[CH:23]=3)=[O:18])[CH:14]=2)[CH2:9][CH:8]1[OH:36])=[O:6])([CH3:3])[CH3:2].[Cr](Cl)([O-])(=O)=O.[NH+]1C=CC=CC=1.O>ClCCl>[CH:1]([NH:4][C:5]([CH:7]1[C:15]2[C:10](=[CH:11][C:12]([Cl:35])=[C:13]([NH:16][C:17]([C:19]3[N:20]([C:28]4[C:33]([Cl:34])=[CH:32][CH:31]=[CH:30][N:29]=4)[N:21]=[C:22]([C:24]([F:27])([F:25])[F:26])[CH:23]=3)=[O:18])[CH:14]=2)[CH2:9][C:8]1=[O:36])=[O:6])([CH3:3])[CH3:2] |f:1.2|. Procedure details: A solution of 5-chloro-2-hydroxy-6-{[2-(3-chloro-pyridin-2-yl)-5-trifluoromethyl-2H-pyrazole-3-carbonyl]-amino}-indane carboxylic acid isopropylamide (230 mg, 0.35 mmol) in dichloromethane is treated with pyridinium chlorochromate (29 mg, 1.0 mmol), stirred for 10 hours, and treated with water. Organic layer is separated, dried over sodium sulfate, filtered, and evaporated. Purification by chromatography using ethyl acetate/hexane as eluent gives 5-chloro-6-{[2-(3-chloro-pyridin-2-yl)-5-trifluor... The reactants are ice water, CC1=C2C=C(NC2=CC=C1)C(=O)OCC (ethyl 4-methyl-1H-indole-2-carboxylate), [H-].[Na+] (sodium hydride), C1(=CC=C(C=C1)S(=O)(=O)OCCNC(=O)OC(C)(C)C)C (2-tert-butoxycarbonylaminoethyl 4-toluenesulfonate). Solvent: CN(C=O)C (N,N-dimethylformamide), CN(C=O)C (N,N-dimethylformamide). Reaction conditions: time 1 hour. Yields the product C(C)(C)(C)OC(=O)NCCN1C(=CC2=C(C=CC=C12)C)C(=O)OCC (ethyl 1-(2-tert-butoxycarbonylaminoethyl)-4-methyl-1H-indole-2-carboxylate). The yield is 33.4%. RXN SMILES: [CH3:1][C:2]1[CH:10]=[CH:9][CH:8]=[C:7]2[C:3]=1[CH:4]=[C:5]([C:11]([O:13][CH2:14][CH3:15])=[O:12])[NH:6]2.[H-].[Na+].C1(C)C=CC(S(O[CH2:28][CH2:29][NH:30][C:31]([O:33][C:34]([CH3:37])([CH3:36])[CH3:35])=[O:32])(=O)=O)=CC=1>CN(C)C=O>[C:34]([O:33][C:31]([NH:30][CH2:29][CH2:28][N:6]1[C:7]2[C:3](=[C:2]([CH3:1])[CH:10]=[CH:9][CH:8]=2)[CH:4]=[C:5]1[C:11]([O:13][CH2:14][CH3:15])=[O:12])=[O:32])([CH3:37])([CH3:36])[CH3:35] |f:1.2|. Reported procedure: A mixture of ethyl 4-methyl-1H-indole-2-carboxylate (42.9 g, 211 mmol), 60% sodium hydride (9.29 g, 232 mmol) and N,N-dimethylformamide (300 ml) was stirred at room temperature for 1 hour. A solution of 2-tert-butoxycarbonylaminoethyl 4-toluenesulfonate (86.6 g, 275 mmol) in N,N-dimethylformamide (200 ml) was added dropwise and the resulting mixture was stirred at room temperature for 9 hours. The reaction mixture was poured into ice water and extracted twice with ethyl acetate, and the extract ... The reactants are FC1=C(C=CC(=C1)B1OC(C(O1)(C)C)(C)C)C=1N=CC(=NC1)N (5-(2-fluoro-4-(4,4,5,5-tetramethyl-1,3,2-dioxaborolan-2-yl)phenyl)-pyrazin-2-amine), BrC1=C(C=CC=C1)S(=O)(=O)N1CC2N(CC1)CCC2 (racemic 2-((2-bromophenyl)sulfonyl)octahydropyrrolo[1,2-a]pyrazine). Yields the product FC=1C=C(C=CC1C=1N=CC(=NC1)N)C1=C(C=CC=C1)S(=O)(=O)N1CC2N(CC1)CCC2 (racemic 5-[3-Fluoro-2′-(hexahydropyrrolo[1,2-a]pyrazin-2(1H)-ylsulfonyl)biphenyl-4-yl]pyrazin-2-amine). As a reaction SMILES: [F:1][C:2]1[CH:7]=[C:6](B2OC(C)(C)C(C)(C)O2)[CH:5]=[CH:4][C:3]=1[C:17]1[N:18]=[CH:19][C:20]([NH2:23])=[N:21][CH:22]=1.Br[C:25]1[CH:30]=[CH:29][CH:28]=[CH:27][C:26]=1[S:31]([N:34]1[CH2:39][CH2:38][N:37]2[CH2:40][CH2:41][CH2:42][CH:36]2[CH2:35]1)(=[O:33])=[O:32]>>[F:1][C:2]1[CH:7]=[C:6]([C:25]2[CH:30]=[CH:29][CH:28]=[CH:27][C:26]=2[S:31]([N:34]2[CH2:39][CH2:38][N:37]3[CH2:40][CH2:41][CH2:42][CH:36]3[CH2:35]2)(=[O:32])=[O:33])[CH:5]=[CH:4][C:3]=1[C:17]1[N:18]=[CH:19][C:20]([NH2:23])=[N:21][CH:22]=1. Procedure: The title compound was prepared in a manner similar to that described in Example 448 using 5-(2-fluoro-4-(4,4,5,5-tetramethyl-1,3,2-dioxaborolan-2-yl)phenyl)-pyrazin-2-amine and racemic 2-((2-bromophenyl)sulfonyl)octahydropyrrolo[1,2-a]pyrazine. MS (ESI): mass calcd. for C23H24FN5O2S, 453.16; m/z found, 454.1 [M+H]+. 1H NMR (400 MHz, CD3OD) δ 8.37 (d, J=1.4, 1H), 8.24 (d, J=1.4, 1H), 8.17-8.13 (m, 1H), 7.99 (m, 1H), 7.78-7.73 (m, 1H), 7.68-7.63 (m, 1H), 7.48-7.45 (m, 1H), 7.36-7.30 (m, 2H), 3.89...